From a dataset of the Open Reaction Database (ORD), a public repository of structured organic reaction records. describe an organic reaction: reactants, conditions, products, and yield Starting materials: C(C)(C)N (isopropylamine), [N+](=O)([O-])C1=CC=C(C=C1)C1=CC=C(C=C1)S(=O)(=O)Cl (4′-nitrobiphenyl-4-sulfonyl chloride), O (water). The solvent is CN(C)C=O (DMF). Run at time 18 hour. Yields the product C(C)(C)NS(=O)(=O)C1=CC=C(C=C1)C1=CC=C(C=C1)[N+](=O)[O-] (N-Isopropyl-4′-nitrobiphenyl-4-sulfonamide). As a reaction SMILES: [CH:1]([NH2:4])([CH3:3])[CH3:2].[N+:5]([C:8]1[CH:13]=[CH:12][C:11]([C:14]2[CH:19]=[CH:18][C:17]([S:20](Cl)(=[O:22])=[O:21])=[CH:16][CH:15]=2)=[CH:10][CH:9]=1)([O-:7])=[O:6].O>CN(C=O)C>[CH:1]([NH:4][S:20]([C:17]1[CH:18]=[CH:19][C:14]([C:11]2[CH:12]=[CH:13][C:8]([N+:5]([O-:7])=[O:6])=[CH:9][CH:10]=2)=[CH:15][CH:16]=1)(=[O:21])=[O:22])([CH3:3])[CH3:2]. Reported procedure: 0.22 ml (2.52 mmol) of isopropylamine is added to a solution of 150 mg (0.50 mmol) of 4′-nitrobiphenyl-4-sulfonyl chloride in 2.0 ml of DMF. After 18 h at room temperature, 2.5 ml of water are added to the reaction mixture. The resulting precipitate is filtered off with suction and dried under high vacuum. 126 mg (64.4% of theory) of the title compound are obtained and reacted further without further purification. Reactants: ClCCl, OCc1ccc2ccc3c4ccccc4ccc3c2c1. Product: O=Cc1ccc2ccc3c4ccccc4ccc3c2c1. RXN SMILES: [Cl:21][CH2:22][Cl:23].[OH:1][CH2:2][c:3]1[cH:4][cH:5][c:6]2[cH:7][cH:8][c:9]3[c:10]4[cH:11][cH:12][cH:13][cH:14][c:15]4[cH:16][cH:17][c:18]3[c:19]2[cH:20]1>>[O:1]=[CH:2][c:3]1[cH:4][cH:5][c:6]2[cH:7][cH:8][c:9]3[c:10]4[cH:11][cH:12][cH:13][cH:14][c:15]4[cH:16][cH:17][c:18]3[c:19]2[cH:20]1. The reactants are solution, CN (methylamine), C(C)(C)(C)NS(=O)(=O)C=1C=C(C=CC1)S(=O)(=O)Cl (3-tert-butylsulfamoyl-benzenesulfonyl chloride). Solvent: C(C)O (ethanol), C(C)(=O)OCC (ethyl acetate). Reaction conditions: time 2 hour. Yields the product CNS(=O)(=O)C=1C=C(C=CC1)S(=O)(=O)NC(C)(C)C (Benzene-1,3-disulfonic acid tert-butyl-amide methylamide). As a reaction SMILES: [CH3:1][NH2:2].[C:3]([NH:7][S:8]([C:11]1[CH:12]=[C:13]([S:17](Cl)(=[O:19])=[O:18])[CH:14]=[CH:15][CH:16]=1)(=[O:10])=[O:9])([CH3:6])([CH3:5])[CH3:4]>C(O)C.C(OCC)(=O)C>[CH3:1][NH:2][S:17]([C:13]1[CH:12]=[C:11]([S:8]([NH:7][C:3]([CH3:6])([CH3:5])[CH3:4])(=[O:10])=[O:9])[CH:16]=[CH:15][CH:14]=1)(=[O:19])=[O:18]. Procedure details: 5 ml of a 33% solution of methylamine in ethanol was added to a solution of 1.8 grams (7 mmole) of 3-tert-butylsulfamoyl-benzenesulfonyl chloride in ethyl acetate. The mixture was stirred for 2 hours. The ethyl acetate layer was separated and concentrated in vacuo. The residue was purified on silica gel eluting 5% methanol in diochloromethane to give 1.32 grams of the titled compound as a white solid.